The task is: describe an organic reaction: reactants, conditions, products, and yield. This data is from the Open Reaction Database (ORD), a public repository of structured organic reaction records. The product is C(C)OC(\C(=C\C1=CC=C(C=C1)CC=1C=NC=CC1)\CC)=O ((E)-2-Ethyl-3-[4-(3-pyridylmethyl)phenyl]acrylic acid ethyl ester). The yield is 113.6%. Procedure details: To a suspension of 46 mg of sodium hydride(content 63%) in 3 ml of tetrahydrofuran was added dropwise 0.33 g of diethyl 1-ethoxycarbonylpropylphosphonate at room temperature, and the mixture was stirred at that temperature for 15 minutes. To it was added a solution of 206 mg of the aldehyde (prepared as described in Reference Example 1) in one ml, and the mixture was stirred at room temperature for 1.5 hours. The reaction mixture was acidified with acetic acid, and concentrated under reduced pre... Run at time 15 minute. Starting materials: C(C)(=O)O (acetic acid), [H-].[Na+] (sodium hydride), COC(\C=C\C1=CC=C(C=C1)CC=1C=NC=CC1)=O ((E)-3-[4-(3-Pyridylmethyl)phenyl]acrylic acid methyl ester), C(C)OC(=O)C(CC)P(OCC)(OCC)=O (diethyl 1-ethoxycarbonylpropylphosphonate). Run in O1CCCC1 (tetrahydrofuran). RXN SMILES: [H-].[Na+].[CH2:3]([O:5][C:6]([CH:8](P(=O)(OCC)OCC)[CH2:9][CH3:10])=[O:7])[CH3:4].COC(=O)/C=[CH:23]/[C:24]1[CH:29]=[CH:28][C:27]([CH2:30][C:31]2[CH:32]=[N:33][CH:34]=[CH:35][CH:36]=2)=[CH:26][CH:25]=1.C(O)(=O)C>O1CCCC1>[CH2:3]([O:5][C:6](=[O:7])/[C:8](/[CH2:9][CH3:10])=[CH:23]/[C:24]1[CH:25]=[CH:26][C:27]([CH2:30][C:31]2[CH:32]=[N:33][CH:34]=[CH:35][CH:36]=2)=[CH:28][CH:29]=1)[CH3:4] |f:0.1|. Starting materials: CN1C(=O)C(Cc2ccccc2)NC1C(C)(C)C, CC(C)C=CC=O, Cn1ccc2ccccc21, CC(C)O, ClCCl, O=C(O)C(F)(F)F. Yields the product CC(C)C(CC=O)c1cn(C)c2ccccc12. RXN SMILES: [CH2:25]([CH:26]1[NH:27][CH:28]([C:29]([CH3:30])([CH3:31])[CH3:32])[N:33]([CH3:34])[C:35]1=[O:36])[c:37]1[cH:38][cH:39][cH:40][cH:41][cH:42]1.[CH3:1][CH:2]([CH:3]=[CH:4][CH:5]=[O:6])[CH3:7].[CH3:8][n:9]1[cH:10][cH:11][c:12]2[cH:13][cH:14][cH:15][cH:16][c:17]12.[CH:46]([OH:47])([CH3:48])[CH3:49].[Cl:43][CH2:44][Cl:45].[F:18][C:19]([F:20])([F:21])[C:22]([OH:23])=[O:24]>>[CH3:1][CH:2]([CH:3]([CH2:4][CH:5]=[O:6])[c:11]1[cH:10][n:9]([CH3:8])[c:17]2[c:12]1[cH:13][cH:14][cH:15][cH:16]2)[CH3:7]. The reactants are CO, NC(=O)c1ccc2cc3n(c2c1)CC=Cc1ccccc1-3. Yields the product NC(=O)c1ccc2cc3n(c2c1)C=CCc1ccccc1-3. As a reaction SMILES: [CH3:22][OH:23].[cH:1]1[cH:2][cH:3][cH:4][c:5]2[c:11]1-[c:10]1[n:9]([c:18]3[c:13]([cH:12]1)[cH:14][cH:15][c:16]([C:19](=[O:20])[NH2:21])[cH:17]3)[CH2:8][CH:7]=[CH:6]2>>[cH:1]1[cH:2][cH:3][cH:4][c:5]2[c:11]1-[c:10]1[n:9]([c:18]3[c:13]([cH:12]1)[cH:14][cH:15][c:16]([C:19](=[O:20])[NH2:21])[cH:17]3)[CH:8]=[CH:7][CH2:6]2. Reactants: CCO, CCC(=O)Nc1ccc2c(c1)N(C)C(=O)N(c1ccc(Cl)cc1)S2(=O)=O, Cl, [Na+], O=C([O-])O. The product is CNc1ccc2c(c1)N(C)C(=O)N(c1ccc(Cl)cc1)S2(=O)=O. Reaction SMILES: [CH3:33][CH2:34][OH:35].[Cl:1][c:2]1[cH:3][cH:4][c:5]([N:8]2[S:9](=[O:25])(=[O:26])[c:10]3[c:11]([cH:16][c:17]([NH:20][C:21](=[O:22])[CH2:23][CH3:24])[cH:18][cH:19]3)[N:12]([CH3:15])[C:13]2=[O:14])[cH:6][cH:7]1.[ClH:27].[Na+:32].[O-:28][C:29]([OH:30])=[O:31]>>[Cl:1][c:2]1[cH:3][cH:4][c:5]([N:8]2[S:9](=[O:25])(=[O:26])[c:10]3[c:11]([cH:16][c:17]([NH:20][CH3:21])[cH:18][cH:19]3)[N:12]([CH3:15])[C:13]2=[O:14])[cH:6][cH:7]1. Starting materials: COC(=O)c1cc(Cl)ncc1Br, CCCC[Sn](CCCC)(CCCC)c1nccs1, C1COCCO1, CCOC(C)=O. The product is COC(=O)c1cc(Cl)ncc1-c1nccs1. RXN SMILES: [Br:7][c:8]1[cH:9][n:10][c:11]([Cl:18])[cH:12][c:13]1[C:14](=[O:15])[O:16][CH3:17].[CH2:19]([Sn:20]([CH2:21][CH2:22][CH2:23][CH3:29])([c:24]1[s:25][cH:26][cH:27][n:28]1)[CH2:30][CH2:31][CH2:32][CH3:33])[CH2:34][CH2:35][CH3:36].[CH2:1]1[O:2][CH2:3][CH2:4][O:5][CH2:6]1.[CH3:37][CH2:38][O:39][C:40]([CH3:41])=[O:42]>>[c:8]1(-[c:24]2[s:25][cH:26][cH:27][n:28]2)[cH:9][n:10][c:11]([Cl:18])[cH:12][c:13]1[C:14](=[O:15])[O:16][CH3:17]. Reactants: dimethoxy, IC1=CC=C(C=C1)C1=C(C=C(C=C1)OC)OC (4-iodophenyl-2,4-dimethoxybenzene), B(Br)(Br)Br (boron tribromide), IC1=CC=C(C=C1)C1=C(C=C(C=C1)OC)OC (4-iodophenyl-2,4-dimethoxybenzene). Product: IC1=CC=C(C=C1)C1=C(C=C(O)C=C1)O (4-(4-Iodophenyl)resorcinol). As a reaction SMILES: [I:1][C:2]1[CH:7]=[CH:6][C:5]([C:8]2[CH:13]=[CH:12][C:11]([O:14]C)=[CH:10][C:9]=2[O:16]C)=[CH:4][CH:3]=1.B(Br)(Br)Br>>[I:1][C:2]1[CH:7]=[CH:6][C:5]([C:8]2[CH:13]=[CH:12][C:11]([OH:14])=[CH:10][C:9]=2[OH:16])=[CH:4][CH:3]=1. Procedure: Reaction Scheme 5 illustrates the synthesis of 4-(4-Iodophenyl)resorcinol (31). 2,4-Dimethoxyphenylboronic acid and 1-bromo-4-nitrobenzene in the presence of tetrakis(triphenylphosphine) palladium yielded 4-(4-nitrophenyl)-2,4-methoxybenzene (28). Hydrogenation of 28 in the presence of a palladium catalyst yielded the crude amine (29) which without purification was diazotized and treated with KI solution to yield the desired 4-(4-iodophenyl-2,4-dimethoxybenzene (30). The dimethoxy analog (30) wa... Starting materials: C(C)(=O)OC(C)=O (Acetic anhydride), Cl.N[C@@H]1CN(CC1)C1=C(C=C(C=C1)N1C(O[C@H](C1)CN(C(=O)OCC(Cl)(Cl)Cl)C1=NOC=C1)=O)F (3-(4-(3(S)-Aminopyrrolidin-1-yl)-3-fluorophenyl)-5(R)-(N-(2,2,2-trichloroethyl-oxycarbonyl)isoxazol-3-ylaminomethyl)oxazolidin-2-one hydrochloride salt), C([O-])(O)=O.[Na+] (sodium bicarbonate), ClCCl (dichloromethane), C(C)(=O)OC(C)=O (acetic anhydride). Run in O (water). Reaction conditions: time 18 hour. The product is C(C)(=O)N[C@@H]1CN(CC1)C1=C(C=C(C=C1)N1C(O[C@H](C1)CN(C(=O)OCC(Cl)(Cl)Cl)C1=NOC=C1)=O)F (3-(4-(3(S)-Acetamidopyrrolidin-1-yl)-3-fluorophenyl)-5(R)-(N-(2,2,2-trichloro-ethyloxycarbonyl)isoxazol-3-ylaminomethyl)oxazolidin-2-one). The yield is 83.7%. Reaction SMILES: Cl.[NH2:2][C@H:3]1[CH2:7][CH2:6][N:5]([C:8]2[CH:13]=[CH:12][C:11]([N:14]3[CH2:18][C@H:17]([CH2:19][N:20]([C:29]4[CH:33]=[CH:32][O:31][N:30]=4)[C:21]([O:23][CH2:24][C:25]([Cl:28])([Cl:27])[Cl:26])=[O:22])[O:16][C:15]3=[O:34])=[CH:10][C:9]=2[F:35])[CH2:4]1.C(=O)(O)[O-].[Na+].ClCCl.[C:44](OC(=O)C)(=[O:46])[CH3:45]>O>[C:44]([NH:2][C@H:3]1[CH2:7][CH2:6][N:5]([C:8]2[CH:13]=[CH:12][C:11]([N:14]3[CH2:18][C@H:17]([CH2:19][N:20]([C:29]4[CH:33]=[CH:32][O:31][N:30]=4)[C:21]([O:23][CH2:24][C:25]([Cl:28])([Cl:26])[Cl:27])=[O:22])[O:16][C:15]3=[O:34])=[CH:10][C:9]=2[F:35])[CH2:4]1)(=[O:46])[CH3:45] |f:0.1,2.3|. Procedure: 3-(4-(3(S)-Aminopyrrolidin-1-yl)-3-fluorophenyl)-5(R)-(N-(2,2,2-trichloroethyl-oxycarbonyl)isoxazol-3-ylaminomethyl)oxazolidin-2-one hydrochloride salt (400 mg, 0.74 mM) was dissolved in water (5 ml) and treated with aqueous sodium bicarbonate solution (5 ml) and dichloromethane (10 ml) in an ice-bath. Acetic anhydride (216 mg, 2 mM) was added, the mixture stirred 18 hours, allowing the temperature to rise to ambient, followed by addition of a further portion of acetic anhydride (216 mg), and a ... The reactants are Cl.N[C@@H]1CC[C@H](CC1)NC(=O)C1=C(NC2=C1N=CN=C2C2=C(C=CC=1OCOC12)OCC1CC1)C (N-(trans-4-aminocyclohexyl)-4-[5-(cyclopropylmethoxy)-1,3-benzodioxol-4-yl]-6-methyl-5H-pyrrolo[3,2-d]pyrimidine-7-carboxamide hydrochloride), C(C)(=O)OCC(=O)Cl (2-chloro-2-oxoethyl acetate). Yields the product C1(CC1)COC1=C(C2=C(OCO2)C=C1)C=1C2=C(N=CN1)C(=C(N2)C)C(=O)N[C@@H]2CC[C@H](CC2)NC(CO)=O (4-[5-(Cyclopropylmethoxy)-1,3-benzodioxol-4-yl]-N-[trans-4-(glycoloylamino)cyclohexyl]-6-methyl-5H-pyrrolo[3,2-d]pyrimidine-7-carboxamide). RXN SMILES: Cl.[NH2:2][C@H:3]1[CH2:8][CH2:7][C@H:6]([NH:9][C:10]([C:12]2[C:16]3[N:17]=[CH:18][N:19]=[C:20]([C:21]4[C:29]5[O:28][CH2:27][O:26][C:25]=5[CH:24]=[CH:23][C:22]=4[O:30][CH2:31][CH:32]4[CH2:34][CH2:33]4)[C:15]=3[NH:14][C:13]=2[CH3:35])=[O:11])[CH2:5][CH2:4]1.C([O:39][CH2:40][C:41](Cl)=[O:42])(=O)C>>[CH:32]1([CH2:31][O:30][C:22]2[CH:23]=[CH:24][C:25]3[O:26][CH2:27][O:28][C:29]=3[C:21]=2[C:20]2[C:15]3[NH:14][C:13]([CH3:35])=[C:12]([C:10]([NH:9][C@H:6]4[CH2:7][CH2:8][C@H:3]([NH:2][C:40](=[O:39])[CH2:41][OH:42])[CH2:4][CH2:5]4)=[O:11])[C:16]=3[N:17]=[CH:18][N:19]=2)[CH2:34][CH2:33]1 |f:0.1|. Procedure details: Starting from N-(trans-4-aminocyclohexyl)-4-[5-(cyclopropylmethoxy)-1,3-benzodioxol-4-yl]-6-methyl-5H-pyrrolo[3,2-d]pyrimidine-7-carboxamide hydrochloride (example D.f2) and commercially available 2-chloro-2-oxoethyl acetate the title compound is obtained as colorless solid.